Dataset: the Open Reaction Database (ORD), a public repository of structured organic reaction records. Task: describe an organic reaction: reactants, conditions, products, and yield Reactants: C(C)OC(CCCCC1=CC(=C(C=C1)OCCCCCOC1=C(C2=C(C(CCO2)=O)C=C1)CCC)CCC(=O)OCC)=O (4-[[5-[(3,4-dihydro-4-oxo-8-propyl-2H-1-benzopyran-7-yl)oxy]pentyl]oxy]-3-(3-ethoxy-3-oxopropyl)benzenepentanoic acid ethyl ester), C(C)(=O)OCC (ethyl acetate), O.[OH-].[Li+] (lithium hydroxide monohydrate), S(O)(O)(=O)=O (sulfuric acid). The solvent is O1CCCC1 (tetrahydrofuran), O (water). Run at time 46 hour. Yields the product C(=O)(O)CCC=1C=C(C=CC1OCCCCCOC1=C(C2=C(C(CCO2)=O)C=C1)CCC)CCCCC(=O)O (3-(2-Carboxyethyl)-4-[[5-[(3,4-dihydro-4-oxo-8-propyl-2H-1-benzopyran-7-yl)oxy]pentyl]oxy]benzenepentanoic Acid). Isolated yield 61.3%. Reaction SMILES: C([O:3][C:4](=[O:43])[CH2:5][CH2:6][CH2:7][CH2:8][C:9]1[CH:14]=[CH:13][C:12]([O:15][CH2:16][CH2:17][CH2:18][CH2:19][CH2:20][O:21][C:22]2[CH:32]=[CH:31][C:25]3[C:26](=[O:30])[CH2:27][CH2:28][O:29][C:24]=3[C:23]=2[CH2:33][CH2:34][CH3:35])=[C:11]([CH2:36][CH2:37][C:38]([O:40]CC)=[O:39])[CH:10]=1)C.O.[OH-].[Li+].S(=O)(=O)(O)O.C(OCC)(=O)C>O1CCCC1.O>[C:38]([CH2:37][CH2:36][C:11]1[CH:10]=[C:9]([CH2:8][CH2:7][CH2:6][CH2:5][C:4]([OH:43])=[O:3])[CH:14]=[CH:13][C:12]=1[O:15][CH2:16][CH2:17][CH2:18][CH2:19][CH2:20][O:21][C:22]1[CH:32]=[CH:31][C:25]2[C:26](=[O:30])[CH2:27][CH2:28][O:29][C:24]=2[C:23]=1[CH2:33][CH2:34][CH3:35])([OH:40])=[O:39] |f:1.2.3|. Procedure: To a solution of 1.93 g (3.23 mmol) of 4-[[5-[(3,4-dihydro-4-oxo-8-propyl-2H-1-benzopyran-7-yl)oxy]pentyl]oxy]-3-(3-ethoxy-3-oxopropyl)benzenepentanoic acid ethyl ester from the preceding example, in 30 mL of tetrahydrofuran and 30 mL of water, was added 0.407 g (9.71 mmol) of lithium hydroxide monohydrate and the resulting solution was stirred at room temperature for 46 hr. The reaction mixture was acidified with 60 mL of 3N aqueous sulfuric acid, and worked-up with ethyl acetate in the usual m... Starting materials: N(=O)OCCC(C)C (isoamyl nitrite), NC=1C(=CC(=C(C1)C1=NN(C(=C1C)C#N)C)F)Cl (3-(5-amino-4-chloro-2-fluoro-phenyl)-4-methyl-5-cyano-1-methyl-[1H]-pyrazole), ICI (diiodomethane). Run at temperature 22 celsius, time 14 hour. Yields the product ClC1=CC(=C(C=C1I)C1=NN(C(=C1C)C#N)C)F (3-(4-chloro-2-fluoro-5-iodophenyl)-4-methyl-5-cyano-1-methyl-[1H]-pyrazole). Reaction SMILES: N(OCCC(C)C)=O.N[C:10]1[C:11]([Cl:26])=[CH:12][C:13]([F:25])=[C:14]([C:16]2[C:20]([CH3:21])=[C:19]([C:22]#[N:23])[N:18]([CH3:24])[N:17]=2)[CH:15]=1.[I:27]CI>>[Cl:26][C:11]1[C:10]([I:27])=[CH:15][C:14]([C:16]2[C:20]([CH3:21])=[C:19]([C:22]#[N:23])[N:18]([CH3:24])[N:17]=2)=[C:13]([F:25])[CH:12]=1. Procedure details: 5.86 g of isoamyl nitrite are added dropwise at a temperature of below 15° C. to a solution of 2.64 g of 3-(5-amino-4-chloro-2-fluoro-phenyl)-4-methyl-5-cyano-1-methyl-[1H]-pyrazole in 54 g (16 ml) of diiodomethane. The reaction mixture is stirred for 14 hours at 22° C., and excess diiodomethane is evaporated in vacuo. All the diiodomethane is subsequently distilled off at 70-75° C./14 torr, and the crude product is purified over a silica gel column (eluent: ethyl acetate/hexane 1/5). The desire...